Dataset: the Open Reaction Database (ORD), a public repository of structured organic reaction records. Task: describe an organic reaction: reactants, conditions, products, and yield The reactants are [OH-].[Na+] (sodium hydroxide), C(#N)[BH3-].[Na+] (Sodium cyanoborohydride), C(C1=CC=CC=C1)OC1=C(C=C2CCN=C(C2=C1)C1(CC1)C1=C(C=CC=C1)OC)OC (7-benzyloxy-6-methoxy-1-[1-(2-methoxyphenyl) cyclopropyl]-3,4-dihydroisoquinoline), ice water, solid, P(O)([O-])[O-].[Na+].[Na+] (sodium hydrogen phosphite), C=O (formaldehyde). Run in CO (methanol), C(C)(=O)O (acetic acid), industrial methylated spirits. Yields the product C(C1=CC=CC=C1)OC1=C(C=C2CCN(C(C2=C1)C1(CC1)C1=C(C=CC=C1)OC)C)OC (7-benzyloxy-6-methoxy-1-[1-(2-methoxyphenyl)cyclopropyl]-2-methyl-1,2,3,4-tetrahydroisoquinoline). Reaction SMILES: [C:1]([BH3-])#[N:2].[Na+].[CH2:5]([O:12][C:13]1[CH:22]=[C:21]2[C:16]([CH2:17][CH2:18]N=[C:20]2[C:23]2([C:26]3[CH:31]=[CH:30][CH:29]=[CH:28][C:27]=3[O:32][CH3:33])[CH2:25][CH2:24]2)=[CH:15][C:14]=1[O:34][CH3:35])[C:6]1[CH:11]=[CH:10][CH:9]=[CH:8][CH:7]=1.[OH-].[Na+].P([O-])([O-])O.[Na+].[Na+].C=O>CO.C(O)(=O)C>[CH2:5]([O:12][C:13]1[CH:22]=[C:21]2[C:16]([CH2:17][CH2:18][N:2]([CH3:1])[CH:20]2[C:23]2([C:26]3[CH:31]=[CH:30][CH:29]=[CH:28][C:27]=3[O:32][CH3:33])[CH2:25][CH2:24]2)=[CH:15][C:14]=1[O:34][CH3:35])[C:6]1[CH:7]=[CH:8][CH:9]=[CH:10][CH:11]=1 |f:0.1,3.4,5.6.7|. Procedure: Sodium cyanoborohydride (7.4 g) was added to a stirred mixture of 7-benzyloxy-6-methoxy-1-[1-(2-methoxyphenyl) cyclopropyl]-3,4-dihydroisoquinoline (23.3 g) , acetic acid (125 ml) and methanol (65 ml) cooled by ice/water. After 16 hours at ambient temperature the mixture was added to sodium hydroxide (110 g) and ice. The product was extracted into ether and the organic layer dried over potassium carbonate and the solvent removed by evaporation to yield a solid. The solid (16.9 g) in industrial m... Starting materials: Cl.C(C)(C)(C)OC(NC1(CC1)C(N)=N)=O ((1-Carbamimidoyl-cyclopropyl)-carbamic acid tert-butyl ester hydrochloride), CN(C)C(=O)C=C (dimethylaminoacrolein), CNC (dimethylamine). Solvent: CCO (EtOH). Run at temperature 70 celsius. The product is C(C)(C)(C)OC(NC1(CC1)C1=NC=CC=N1)=O ((1-Pyrimidin-2-yl-cyclopropyl)-carbamic acid tert-butyl ester). As a reaction SMILES: Cl.[C:2]([O:6][C:7](=[O:15])[NH:8][C:9]1([C:12](=[NH:14])[NH2:13])[CH2:11][CH2:10]1)([CH3:5])([CH3:4])[CH3:3].CN([C:19]([CH:21]=[CH2:22])=O)C.CNC>CCO>[C:2]([O:6][C:7](=[O:15])[NH:8][C:9]1([C:12]2[N:13]=[CH:22][CH:21]=[CH:19][N:14]=2)[CH2:11][CH2:10]1)([CH3:5])([CH3:3])[CH3:4] |f:0.1|. Procedure details: To a solution of (1-Carbamimidoyl-cyclopropyl)-carbamic acid tert-butyl ester hydrochloride (3.62 g, 15.4 mmol) in anhydrous EtOH (62 mL) was added dimethylaminoacrolein (3.6 mL, 36. mmol) and dimethylamine (2 M in THF, 10. mL, 20. mmol). The reaction was heated at 70° C. for 18 h. The EtOH was removed in vacuo and the residue was dissolved in EtOAc (150 mL) and washed with water (3×100 ml). The organic phase was dried with Na2SO4 and concentrated to give a red oil. The product was crystallized ...